From a dataset of the Open Reaction Database (ORD), a public repository of structured organic reaction records. describe an organic reaction: reactants, conditions, products, and yield Reactants: CCOC(=O)C (EtOAc), C(#N)C1=CC=C(CN2C=NC=C2C=O)C=C1 (1-(4-cyanobenzyl)-5-imidazolecarboxaldehyde), C(C)(=O)O[BH-](OC(C)=O)OC(C)=O.[Na+] (sodium triacetoxyborohydride), C(CCCC)N (n-pentylamine). Solvent: ClCCCl (1,2-dichloroethane). Conditions: time 5 day. The product is C(#N)C1=CC=C(CN2C=NC=C2CNCCCCC)C=C1 (1-(4-cyanobenzyl)-5-(n-pentylaminomethyl)imidazole). As a reaction SMILES: [C:1]([C:3]1[CH:16]=[CH:15][C:6]([CH2:7][N:8]2[C:12]([CH:13]=O)=[CH:11][N:10]=[CH:9]2)=[CH:5][CH:4]=1)#[N:2].[CH2:17]([NH2:22])[CH2:18][CH2:19][CH2:20][CH3:21].C(O[BH-](OC(=O)C)OC(=O)C)(=O)C.[Na+].CCOC(C)=O>ClCCCl>[C:1]([C:3]1[CH:16]=[CH:15][C:6]([CH2:7][N:8]2[C:12]([CH2:13][NH:22][CH2:17][CH2:18][CH2:19][CH2:20][CH3:21])=[CH:11][N:10]=[CH:9]2)=[CH:5][CH:4]=1)#[N:2] |f:2.3|. Procedure details: To a solution of the aldehyde 6 (132 mg) in 3 mL of 1,2-dichloroethane at 0° C. was added 4Å powdered molecular sieves (300 mg), n-pentylamine (0.217 mL), and sodium triacetoxyborohydride (260 mg). After five days, the reaction was poured into EtOAc and washed with water, sat. aq. NaHCO3 and brine, dried (Na2SO4), filtered, and concentrated in vacuo to provide the amine 7 as a brown oil which was used in the next step without further purification. Solvent: C=1C=CC(=CC1)C. Product: O1B(OC(C)(C)C1(C)C)C=2C=CN(C2)[Si](C(C)C)(C(C)C)C(C)C. Yield: 45.0%. Reaction conditions: temperature 25 celsius, time 48 hour. Starting materials: C=1C=CN(C1)[Si](C(C)C)(C(C)C)C(C)C. Reagents/catalysts: OC(C)(C)C(O)(C)C, O1BOC=2C=CC=CC12, N(CC)(CC)CC, C1=CC2C=CC1C2, FC=1C(F)=C(F)C(B(C=2C(F)=C(F)C(F)=C(F)C2F)C=3C(F)=C(F)C(F)=C(F)C3F)=C(F)C1F. Reported procedure: Prepared from N-(triisopropylsilyl)-1H-pyrrole (4g, 44.6 mg, 0.200 mmol, 1.00 equiv), catBH (48.0 mg, 0.400 mmol, 2.00 equiv), N,N,4-trimethylaniline (1f, 2.7 mg, 0.020 mmol, 0.10 equiv), norbornene (18.8 mg, 0.20 mmol, 1.00 equiv) and B(C6F5)3 (10.1 mg, 0.020 mmol, 0.10 equiv) according to GP 3. The title compound was purified by flash column chromatography using cyclohexane/EtOAc/Et3N (30/1/1) as eluent to afford 6g[S4] (31.0 mg, 45%) as a white solid. The reactants are CC(=O)O[BH-](OC(C)=O)OC(C)=O, CC(C)Oc1cc2c(cc1C=O)N(C)C(=O)CC2, ClCCl, CC(C)(C)OC(=O)N1CCCC(N)C1c1ccccc1, [Na+], [Na+], O=C([O-])O. The product is CC(C)Oc1cc2c(cc1CNC1CCCN(C(=O)OC(C)(C)C)C1c1ccccc1)N(C)C(=O)CC2. RXN SMILES: [C:39]([O:40][BH-:41]([O:42][C:43](=[O:44])[CH3:45])[O:46][C:47](=[O:48])[CH3:49])(=[O:50])[CH3:51].[CH:21]([CH3:22])([CH3:23])[O:24][c:25]1[cH:26][c:27]2[c:32]([cH:33][c:34]1[CH:35]=[O:36])[N:31]([CH3:37])[C:30](=[O:38])[CH2:29][CH2:28]2.[Cl:58][CH2:59][Cl:60].[NH2:1][CH:2]1[CH:3]([c:15]2[cH:16][cH:17][cH:18][cH:19][cH:20]2)[N:4]([C:8](=[O:9])[O:10][C:11]([CH3:12])([CH3:13])[CH3:14])[CH2:5][CH2:6][CH2:7]1.[Na+:52].[Na+:57].[O-:53][C:54]([OH:55])=[O:56]>>[NH:1]([CH:2]1[CH:3]([c:15]2[cH:16][cH:17][cH:18][cH:19][cH:20]2)[N:4]([C:8](=[O:9])[O:10][C:11]([CH3:12])([CH3:13])[CH3:14])[CH2:5][CH2:6][CH2:7]1)[CH2:35][c:34]1[c:25]([O:24][CH:21]([CH3:22])[CH3:23])[cH:26][c:27]2[c:32]([cH:33]1)[N:31]([CH3:37])[C:30](=[O:38])[CH2:29][CH2:28]2. Starting materials: OCCCCO, CC(C)Br. Product: CC(C)OCCCCO. Reaction SMILES: [CH2:1]([CH2:2][CH2:3][CH2:4][OH:5])[OH:6].[CH:7]([CH3:8])([CH3:9])[Br:10]>>[CH2:1]([CH2:2][CH2:3][CH2:4][O:5][CH:7]([CH3:8])[CH3:9])[OH:6]. Reactants: C=O (Paraformaldehyde), [Mg] (magnesium), CC(C)(C)C1=C(C=CC(=C1)C(C)(C)C)Br (2,4-bis(1,1-dimethylethyl)-1-bromobenzene). The solvent is O1CCCC1 (tetrahydrofuran), O1CCCC1 (tetrahydrofuran). Reaction conditions: time 1 hour. The product is CC(C)(C)C1=C(C=CC(=C1)C(C)(C)C)CO (2,4-bis(1,1,-dimethylethyl)benzenemethanol). RXN SMILES: [Mg].[CH3:2][C:3]([C:6]1[CH:11]=[C:10]([C:12]([CH3:15])([CH3:14])[CH3:13])[CH:9]=[CH:8][C:7]=1Br)([CH3:5])[CH3:4].[CH2:17]=[O:18]>O1CCCC1>[CH3:2][C:3]([C:6]1[CH:11]=[C:10]([C:12]([CH3:15])([CH3:14])[CH3:13])[CH:9]=[CH:8][C:7]=1[CH2:17][OH:18])([CH3:5])[CH3:4]. Procedure: To 243 mg (10 mmoles) of magnesium turnings in 10 ml of tetrahydrofuran is added dropwise a solution of 2.69 grams (10 mmoles) of the title product of Example 9 in 5 ml of tetrahydrofuran. After the addition is complete, the mixture is refluxed for one hour. Paraformaldehyde (1.0 g, excess) is then added, and refluxing continued for one hour. The mixture is cooled to room temperature and partitioned between saturated ammonium chloride and diethyl ether. The aqueous layer is further extracted wit... Reactants: O1[C@H]2[C@@H]1C[C@@H]1CC[C@H]3[C@@H]4C[C@@H]([C@@H]([C@@]4(C)CC[C@@H]3[C@]1(C2)C)O)N2CCCCC2 (2α,3α-Epoxy-16β-(1-piperidinyl)-5α-androstane-17β-ol), O1CCOC12CCNCC2 (1,4-dioxa-8-azaspiro[4.5]decane). The product is O1CCOC12CCN(CC2)[C@@H]2[C@H](C[C@@H]1CC[C@H]3[C@@H]4C[C@@H]([C@@H]([C@@]4(C)CC[C@@H]3[C@]1(C2)C)O)N2CCCCC2)O (2β-(1,4-dioxa-8-azaspiro[4.5]dec-8-yl)-3α,17β-dihydroxy-16β-(1-piperidinyl)-5α-androstane). The yield is 79.9%. Reaction SMILES: [O:1]1[C@H:3]2[CH2:4][C@H:5]3[C@:18]([CH3:20])([CH2:19][C@@H:2]12)[C@@H:17]1[C@H:8]([C@H:9]2[C@@:13]([CH2:15][CH2:16]1)([CH3:14])[C@@H:12]([OH:21])[C@@H:11]([N:22]1[CH2:27][CH2:26][CH2:25][CH2:24][CH2:23]1)[CH2:10]2)[CH2:7][CH2:6]3.[O:28]1[C:32]2([CH2:37][CH2:36][NH:35][CH2:34][CH2:33]2)[O:31][CH2:30][CH2:29]1>>[O:28]1[C:32]2([CH2:37][CH2:36][N:35]([C@H:2]3[CH2:19][C@@:18]4([CH3:20])[C@@H:5]([CH2:6][CH2:7][C@@H:8]5[C@@H:17]4[CH2:16][CH2:15][C@@:13]4([CH3:14])[C@H:9]5[CH2:10][C@H:11]([N:22]5[CH2:23][CH2:24][CH2:25][CH2:26][CH2:27]5)[C@@H:12]4[OH:21])[CH2:4][C@@H:3]3[OH:1])[CH2:34][CH2:33]2)[O:31][CH2:30][CH2:29]1. Procedure: 2α,3α-Epoxy-16β-(1-piperidinyl)-5α-androstane-17β-ol is reacted with 1,4-dioxa-8-azaspiro[4.5]decane as described in Example 3 to give the title compound in a yield of 79.88%, m.p.: 216°-218° C. The reactants are CNCCCO (3-methylamino-1-propanol), N(=NC(=O)OCC)C(=O)OCC (Diethyl azodicarboxylate), BrC1=CC(=C(NC2=NC=NC3=CC(=C(C=C23)OC)O)C=C1)F (4-(4-bromo-2-fluoroanilino)7-hydroxy-6-methoxyquinazoline), C1(=CC=CC=C1)P(C1=CC=CC=C1)C1=CC=CC=C1 (triphenylphosphine). The solvent is C(Cl)Cl (methylene chloride). Conditions: time 1 hour. Yields the product N1=CN=CC2=CC=CC=C12 (quinazoline). Isolated yield 169.0%. Reaction SMILES: N(C(OCC)=O)=NC(OCC)=O.BrC1C=CC(N[C:19]2[C:28]3[C:23](=[CH:24][C:25](O)=[C:26](OC)[CH:27]=3)[N:22]=[CH:21][N:20]=2)=C(F)C=1.C1(P(C2C=CC=CC=2)C2C=CC=CC=2)C=CC=CC=1.CNCCCO>C(Cl)Cl>[N:22]1[C:23]2[C:28](=[CH:27][CH:26]=[CH:25][CH:24]=2)[CH:19]=[N:20][CH:21]=1. Reported procedure: Diethyl azodicarboxylate (522 mg, 3 mmol) was added dropwise to a suspension of 4-(4-bromo-2-fluoroanilino)7-hydroxy-6-methoxyquinazoline (364 mg, 1 mmol), (prepared as described for the starting material in Example 48), triphenylphosphine (786 mg, 3 mmol) and 3-methylamino-1-propanol (178 mg, 2 mmol), (J. Am. Chem. Soc., 1954, 76, 2789), in methylene chloride (4 ml) under nitrogen. The mixture was stirred for 1 hour at ambient temperature, neutral alumina (−20 g) was added to the reaction mixtu... Reactants: O=C(c1ncc[nH]1)c1ncc[nH]1, Nc1cccc(Cl)c1, Nc1nc(-c2ccco2)c2nnn(CC(=O)O)c2n1, CN(C)C=O, O. The product is Nc1nc(-c2ccco2)c2nnn(CC(=O)Nc3cccc(Cl)c3)c2n1. Reaction SMILES: [C:20]([c:21]1[nH:22][cH:23][cH:24][n:25]1)([c:26]1[nH:27][cH:28][cH:29][n:30]1)=[O:31].[Cl:32][c:33]1[cH:34][c:35]([NH2:36])[cH:37][cH:38][cH:39]1.[NH2:1][c:2]1[n:3][c:4](-[c:15]2[o:16][cH:17][cH:18][cH:19]2)[c:5]2[c:6]([n:7]1)[n:8]([CH2:11][C:12](=[O:13])[OH:14])[n:9][n:10]2.[O:40]=[CH:41][N:42]([CH3:43])[CH3:44].[OH2:45]>>[NH2:1][c:2]1[n:3][c:4](-[c:15]2[o:16][cH:17][cH:18][cH:19]2)[c:5]2[c:6]([n:7]1)[n:8]([CH2:11][C:12](=[O:14])[NH:36][c:35]1[cH:34][c:33]([Cl:32])[cH:39][cH:38][cH:37]1)[n:9][n:10]2. Starting materials: N#CN (cyanamide), C(C)(C)(C)OC(N(CCOC1=CC=C(C=C1)N=C=S)CC)=O (ethyl-[2-(4-isothiocyanato-phenoxy)-ethyl]-carbamic acid tert-butyl ester), BrCC(=O)C1=CC2=C(OCCO2)C=C1 (2-bromo-1-(2,3-dihydro-benzo[1,4]dioxin-6-yl)ethanone). Yields the product NC=1N=C(SC1C(=O)C1=CC2=C(OCCO2)C=C1)NC1=CC=C(C=C1)OCCNCC ([4-Amino-2-[4-(2-ethylamino-ethoxy)-phenylamino]-thiazol-5-yl]-(2,3-dihydro-benzo[1,4]dioxin-6-yl)-methanone). RXN SMILES: [N:1]#[C:2][NH2:3].C(OC(=O)[N:10]([CH2:23][CH3:24])[CH2:11][CH2:12][O:13][C:14]1[CH:19]=[CH:18][C:17]([N:20]=[C:21]=[S:22])=[CH:16][CH:15]=1)(C)(C)C.Br[CH2:27][C:28]([C:30]1[CH:39]=[CH:38][C:33]2[O:34][CH2:35][CH2:36][O:37][C:32]=2[CH:31]=1)=[O:29]>>[NH2:1][C:2]1[N:3]=[C:21]([NH:20][C:17]2[CH:16]=[CH:15][C:14]([O:13][CH2:12][CH2:11][NH:10][CH2:23][CH3:24])=[CH:19][CH:18]=2)[S:22][C:27]=1[C:28]([C:30]1[CH:39]=[CH:38][C:33]2[O:34][CH2:35][CH2:36][O:37][C:32]=2[CH:31]=1)=[O:29]. Procedure: This compound was prepared from cyanamide, ethyl-[2-(4-isothiocyanato-phenoxy)-ethyl]-carbamic acid tert-butyl ester of Example 129D and 2-bromo-1-(2,3-dihydro-benzo[1,4]dioxin-6-yl)ethanone (Maybridge Chemical) following a procedure similar to Example 133. Mass spectrum (ES) MH+=441.